From a dataset of the Open Reaction Database (ORD), a public repository of structured organic reaction records. describe an organic reaction: reactants, conditions, products, and yield Starting materials: CCCCNc1cccnc1S(N)(=O)=O, COc1cc(OC)nc(NC(=O)Oc2ccccc2)n1, CC#N, C1=NCCCN2CCCCC12. Product: CCCCNc1cccnc1S(=O)(=O)NC(=O)Nc1nc(OC)cc(OC)n1. RXN SMILES: [CH2:1]([CH2:2][CH2:3][CH3:4])[NH:5][c:6]1[c:7]([S:12](=[O:13])(=[O:14])[NH2:15])[n:8][cH:9][cH:10][cH:11]1.[CH3:16][O:17][c:18]1[n:19][c:20]([NH:26][C:27]([O:28][c:30]2[cH:31][cH:32][cH:33][cH:34][cH:35]2)=[O:29])[n:21][c:22]([O:24][CH3:25])[cH:23]1.[CH3:47][C:48]#[N:49].[N:36]12[CH2:37][CH2:38][CH2:39][CH2:40][CH:41]1[CH:42]=[N:43][CH2:44][CH2:45][CH2:46]2>>[CH2:1]([CH2:2][CH2:3][CH3:4])[NH:5][c:6]1[c:7]([S:12](=[O:13])(=[O:14])[NH:15][C:27]([NH:26][c:20]2[n:19][c:18]([O:17][CH3:16])[cH:23][c:22]([O:24][CH3:25])[n:21]2)=[O:28])[n:8][cH:9][cH:10][cH:11]1. Starting materials: CCOC(=O)CC(=O)C(C)C, Cc1ccc(C)c(N)c1, CCCCCC. The product is Cc1ccc(C)c(NC(=O)CC(=O)C(C)C)c1. Reaction SMILES: [CH3:10][CH:11]([C:12]([CH2:13][C:14](=[O:15])[O:16][CH2:17][CH3:18])=[O:19])[CH3:20].[CH3:1][c:2]1[cH:3][cH:4][c:5]([CH3:6])[c:7]([NH2:8])[cH:9]1.[CH3:21][CH2:22][CH2:23][CH2:24][CH2:25][CH3:26]>>[CH3:1][c:2]1[cH:3][cH:4][c:5]([CH3:6])[c:7]([NH:8][C:14]([CH2:13][C:12]([CH:11]([CH3:10])[CH3:20])=[O:19])=[O:15])[cH:9]1. The reactants are COC1=CC(=C(C=C1)NC(CN1CCN(CC1)C1=CC(=C(C=C1)OC)C(F)(F)F)=O)[N+](=O)[O-] (N-(4-Methoxy-2-nitro-phenyl)-2-[4-(4-methoxy-3-trifluoromethyl-phenyl)-piperazin-1-yl]acetamide), B.O1CCCC1 (Borane tetrahydrofurane). Solvent: O1CCCC1 (tetrahydrofurane). Conditions: temperature 55 celsius. Product: NC1=C(NCCN2CCN(CC2)C2=CC(=C(C=C2)OC)C(F)(F)F)C=CC(=C1)OC (2-Amino-4-methoxy-N-{2-[4-(4-methoxy-3-trifluoromethyl-phenyl)piperazin-1-yl]-ethyl}-aniline). As a reaction SMILES: [CH3:1][O:2][C:3]1[CH:8]=[CH:7][C:6]([NH:9][C:10](=O)[CH2:11][N:12]2[CH2:17][CH2:16][N:15]([C:18]3[CH:23]=[CH:22][C:21]([O:24][CH3:25])=[C:20]([C:26]([F:29])([F:28])[F:27])[CH:19]=3)[CH2:14][CH2:13]2)=[C:5]([N+:31]([O-])=O)[CH:4]=1.B.O1CCCC1>O1CCCC1>[NH2:31][C:5]1[CH:4]=[C:3]([O:2][CH3:1])[CH:8]=[CH:7][C:6]=1[NH:9][CH2:10][CH2:11][N:12]1[CH2:17][CH2:16][N:15]([C:18]2[CH:23]=[CH:22][C:21]([O:24][CH3:25])=[C:20]([C:26]([F:28])([F:27])[F:29])[CH:19]=2)[CH2:14][CH2:13]1 |f:1.2|. Reported procedure: N-(4-Methoxy-2-nitro-phenyl)-2-[4-(4-methoxy-3-trifluoromethyl-phenyl)-piperazin-1-yl]acetamide (6.1 g; 11 mmol) iss dissolved in 70 ml tetrahydrofurane. Borane-tetrahydrofurane complex (90 ml of 1M THF solution) is added at 10° C. and the mixture is warmed to 55° C. for 4 hours. After cooling to room temperature, the solvent is evaporated under vacuum and the residue is taken with ethanol and acidified with hydrochloric acid. Heating to 50° C. takes place for 60 min. Upon overnight cooling, the... Starting materials: C1(\C=C/C(=O)O1)=O (maleic anhydride), CN1C(CCC1=O)=O (N-methylsuccinimide). Reagents/catalysts: [Ni] (Raney nickel), [Co].[Re].[Mo] (cobalt rhenium molybdenum). The solvent is CN1C(CCC1)=O (NMP), CN1C(CCC1)=O (NMP), CN1C(CCC1)=O (N-methylpyrrolidone), CN1C(CCC1)=O (NMP). Yields the product C1(\C=C/C(=O)O1)=O.CN (MAA methylamine). Yield: 44.0%. Reaction SMILES: [CH3:1][N:2]1C(=O)CCC1=O.[C:9]1(=[O:15])[O:14][C:12](=[O:13])[CH:11]=[CH:10]1>[Co].[Re].[Mo].[Ni].CN1CCCC1=O>[C:12]1(=[O:13])[O:14][C:9](=[O:15])[CH:10]=[CH:11]1.[CH3:1][NH2:2] |f:2.3.4,7.8|. Procedure: U.S. Application No. 4,731,454 describes the preparation of N-methylpyrrolidone (NMP) by hydrogenating N-methylsuccinimide on a cobalt/rhenium/molybdenum catalyst. U.S. Application No. 3,109,005 discloses a process for the preparation of NMP by hydrogenating maleic anhydride (MAA)/methylamine mixtures on a Raney nickel catalyst. At reaction times of 10 hours, NMP yields of 70% are achieved in this process. According to the process of DE-A 22 00 600, NMP is obtained in a yield of 44% under the mo... The reactants are C1(=CC=CC=C1)P(C1=CC=CC=C1)C1=CC=CC=C1 (triphenylphosphine), C(Cl)(Cl)(Cl)Cl (carbon tetrachloride), ClC1=CC=C(C=C1)N1N=C(C=C1C1=CC=C(C=C1)F)C(=O)NC1=CC=C(C=C1)C(F)(F)F (1-(4-chlorophenyl)-5-(4-fluorophenyl)-N-[4-(trifluoromethyl)-phenyl]-1H-pyrazole-3-carboxamide). Run in C(C)#N (acetonitrile). Conditions: time 8 hour. Yields the product ClC1=CC=C(C=C1)N1N=C(CC1C1=CC=C(C=C1)F)C(=NC1=CC=C(C=C1)C(F)(F)F)Cl (1-(4-Chlorophenyl)-5-(4-fluorophenyl)-4,5-dihydro-N-[4-(trifluoromethyl)phenyl]-1H-pyrazole-3-carboximidoyl chloride). The yield is 154.2%. As a reaction SMILES: [Cl:1][C:2]1[CH:7]=[CH:6][C:5]([N:8]2[C:12]([C:13]3[CH:18]=[CH:17][C:16]([F:19])=[CH:15][CH:14]=3)=[CH:11][C:10]([C:20]([NH:22][C:23]3[CH:28]=[CH:27][C:26]([C:29]([F:32])([F:31])[F:30])=[CH:25][CH:24]=3)=O)=[N:9]2)=[CH:4][CH:3]=1.C1(P(C2C=CC=CC=2)C2C=CC=CC=2)C=CC=CC=1.C(Cl)(Cl)(Cl)[Cl:53]>C(#N)C>[Cl:1][C:2]1[CH:7]=[CH:6][C:5]([N:8]2[CH:12]([C:13]3[CH:18]=[CH:17][C:16]([F:19])=[CH:15][CH:14]=3)[CH2:11][C:10]([C:20]([Cl:53])=[N:22][C:23]3[CH:28]=[CH:27][C:26]([C:29]([F:32])([F:31])[F:30])=[CH:25][CH:24]=3)=[N:9]2)=[CH:4][CH:3]=1. Reported procedure: To a solution of 2.50 g (0.0054 mol) of 1-(4-chlorophenyl)-5-(4-fluorophenyl)-N-[4-(trifluoromethyl)-phenyl]-1H-pyrazole-3-carboxamide dissolved in 15 mL of acetonitrile was added 1.80 g (0.0067 mol) of triphenylphosphine and 0.83 g (0.0054 mol) of carbon tetrachloride. The yellow solution was stirred at room temperature overnight and concentrated to afford 4.0 g of a yellow solid. The crude product was chromatographed on silica gel using ethyl acetate (10%) and hexanes (90%) as eluents which af... The reactants are CCO, CN(C)NP(=S)(CN(CC(=O)O)C(=O)C(F)(F)F)NN(C)C. The product is CN(C)NP(=S)(CNCC(=O)O)NN(C)C. RXN SMILES: [CH3:23][CH2:24][OH:25].[F:1][C:2]([F:3])([F:4])[C:21]([N:5]([CH2:6][C:7](=[O:8])[OH:9])[CH2:10][P:11](=[S:12])([NH:13][N:14]([CH3:15])[CH3:16])[NH:17][N:18]([CH3:19])[CH3:20])=[O:22]>>[NH:5]([CH2:6][C:7](=[O:8])[OH:9])[CH2:10][P:11](=[S:12])([NH:13][N:14]([CH3:15])[CH3:16])[NH:17][N:18]([CH3:19])[CH3:20].